The task is: describe an organic reaction: reactants, conditions, products, and yield. This data is from the Open Reaction Database (ORD), a public repository of structured organic reaction records. Reactants: [N+](=O)([O-])C=1C=C(C=CC1)C=C(C(=O)O)OC (3-(3-nitrophenyl)-2-methoxyacrylic acid), N (ammonia), [H][H] (hydrogen). The reagents and catalysts are [Ni] (Raney nickel). Run in O (water). Product: NC=1C=C(C=CC1)CC(C(=O)O)OC (3-(3-aminophenyl)-2-methoxypropionic acid). Yield: 88.7%. RXN SMILES: [N+:1]([C:4]1[CH:5]=[C:6]([CH:10]=[C:11]([O:15][CH3:16])[C:12]([OH:14])=[O:13])[CH:7]=[CH:8][CH:9]=1)([O-])=O.N.[H][H]>O.[Ni]>[NH2:1][C:4]1[CH:5]=[C:6]([CH2:10][CH:11]([O:15][CH3:16])[C:12]([OH:14])=[O:13])[CH:7]=[CH:8][CH:9]=1. Procedure: 50 g (223 mmol) of 3-(3-nitrophenyl)-2-methoxyacrylic acid is suspended in 785 ml of water and brought into solution by the addition of 30 ml of concentrated ammonia. After addition of 3 g of Raney nickel, the mixture is hydrogenated at 80 bar until uptake of hydrogen ceases. The solution is filtered, 325 g of salt are added, and the resultant solution is thoroughly extracted with tetrahydrofuran. The combined tetrahydrofuran extracts are dried over sodium sulfate, filtered over active carbon an... The reactants are C=O, COc1ccc2c(-c3ccc(O)cc3)nc3[nH]nc(C)c3c2c1OCC1CCNCC1, O=CO, O=C(O)C(F)(F)F, O. The product is COc1ccc2c(-c3ccc(O)cc3)nc3[nH]nc(C)c3c2c1OCC1CCN(C)CC1, O=C(O)C(F)(F)F. Reaction SMILES: [CH2:39]=[O:40].[CH3:8][c:9]1[n:10][nH:11][c:12]2[n:13][c:14](-[c:32]3[cH:33][cH:34][c:35]([OH:38])[cH:36][cH:37]3)[c:15]3[cH:16][cH:17][c:18]([O:30][CH3:31])[c:19]([O:22][CH2:23][CH:24]4[CH2:25][CH2:26][NH:27][CH2:28][CH2:29]4)[c:20]3[c:21]12.[CH:41]([OH:42])=[O:43].[F:1][C:2]([C:3](=[O:4])[OH:5])([F:6])[F:7].[OH2:44]>>[CH3:8][c:9]1[n:10][nH:11][c:12]2[n:13][c:14](-[c:32]3[cH:33][cH:34][c:35]([OH:38])[cH:36][cH:37]3)[c:15]3[cH:16][cH:17][c:18]([O:30][CH3:31])[c:19]([O:22][CH2:23][CH:24]4[CH2:25][CH2:26][N:27]([CH3:41])[CH2:28][CH2:29]4)[c:20]3[c:21]12.[F:1][C:2]([C:3](=[O:4])[OH:5])([F:6])[F:7]. Reported procedure: Following a procedure similar to that described in Example 7, but using N-[4-(4-piperidinomethyl-2-pyridyloxy)-cis-2-butenyl]-2-(2-hydroxyethylthio)acetamide (prepared as described in Example 1) and 2-methylpropionyl chloride as starting materials, in relative proportions similar to those used in that Example, the title compound was obtained in a 73% yield. Starting materials: N1(CCCCC1)CC1=CC(=NC=C1)OC\C=C/CNC(CSCCO)=O (N-[4-(4-piperidinomethyl-2-pyridyloxy)-cis-2-butenyl]-2-(2-hydroxyethylthio)acetamide), CC(C(=O)Cl)C (2-methylpropionyl chloride). Yield: 73.0%. Product: N1(CCCCC1)CC1=CC(=NC=C1)OC\C=C/CNC(CSCCOC(C(C)C)=O)=O (N-[4-(4-Piperidinomethyl-2-pyridyloxy)-cis-2-butenyl]-2-[2-(2-methylpropionyloxy)ethylthio]acetamide). As a reaction SMILES: [N:1]1([CH2:7][C:8]2[CH:13]=[CH:12][N:11]=[C:10]([O:14][CH2:15]/[CH:16]=[CH:17]\[CH2:18][NH:19][C:20](=[O:26])[CH2:21][S:22][CH2:23][CH2:24][OH:25])[CH:9]=2)[CH2:6][CH2:5][CH2:4][CH2:3][CH2:2]1.[CH3:27][CH:28]([CH3:32])[C:29](Cl)=[O:30]>>[N:1]1([CH2:7][C:8]2[CH:13]=[CH:12][N:11]=[C:10]([O:14][CH2:15]/[CH:16]=[CH:17]\[CH2:18][NH:19][C:20](=[O:26])[CH2:21][S:22][CH2:23][CH2:24][O:25][C:29](=[O:30])[CH:28]([CH3:32])[CH3:27])[CH:9]=2)[CH2:6][CH2:5][CH2:4][CH2:3][CH2:2]1. Starting materials: BrCC(C(C)(C)C1=CC(=C(C=C1)Cl)Cl)=O (1-bromo-3-(3,4-dichlorophenyl)-3-methylbutan-2-one), N1C(NCC1)=S (imidazolidine-2-thione), C(C)O (ethanol). Solvent: C(C)(=O)O (acetic acid). Product: Br.ClC=1C=C(C=CC1Cl)C(C)(C)C=1N2C(SC1)=NCC2 (3-[1-(3,4-dichlorophenyl)-1-methylethyl]-5,6-dihydroimidazo[2,1-b]-thiazole hydrobromide). Reaction SMILES: [Br:1][CH2:2][C:3](=O)[C:4]([C:7]1[CH:12]=[CH:11][C:10]([Cl:13])=[C:9]([Cl:14])[CH:8]=1)([CH3:6])[CH3:5].[NH:16]1[CH2:20][CH2:19][NH:18][C:17]1=[S:21].C(O)C>C(O)(=O)C>[BrH:1].[Cl:14][C:9]1[CH:8]=[C:7]([C:4]([C:3]2[N:18]3[CH2:19][CH2:20][N:16]=[C:17]3[S:21][CH:2]=2)([CH3:6])[CH3:5])[CH:12]=[CH:11][C:10]=1[Cl:13] |f:4.5|. Reported procedure: A mixture of the crude 1-bromo-3-(3,4-dichlorophenyl)-3-methylbutan-2-one described above (3.1 g), imidazolidine-2-thione (1.2 g), ethanol (1.02 ml) and acetic acid (8 ml) was heated under reflux for 22 hours then allowed to cool to ambient temperature. The solvents were removed in vacuo and the residue was triturated with hot ethyl acetate (80 ml). The resulting solid was collected by filtration, washed with ethyl acetate (20 ml), dried in vacuo at 50° C., then crystallised from ethanol. The re... Reactants: CC1(C)C2CCC1(CS(=O)(=O)O)C(=O)C2, COCCN1CCc2ccc(N)cc2CC1, CC(C)O, CNC(=O)c1cccc(C)c1Nc1nc(Cl)ncc1Cl. Yields the product CNC(=O)c1cccc(C)c1Nc1nc(Nc2ccc3c(c2)CCN(CCOC)CC3)ncc1Cl. As a reaction SMILES: [C:37]12([CH2:38][S:39]([OH:40])(=[O:41])=[O:42])[C:43]([CH3:44])([CH3:45])[CH:46]([CH2:47][CH2:48]1)[CH2:49][C:50]2=[O:51].[CH3:1][O:2][CH2:3][CH2:4][N:5]1[CH2:6][CH2:7][c:8]2[c:9]([cH:12][c:13]([NH2:16])[cH:14][cH:15]2)[CH2:10][CH2:11]1.[CH:52]([OH:53])([CH3:54])[CH3:55].[Cl:17][c:18]1[n:19][cH:20][c:21]([Cl:36])[c:22]([NH:24][c:25]2[c:26]([C:27](=[O:28])[NH:29][CH3:30])[cH:31][cH:32][cH:33][c:34]2[CH3:35])[n:23]1>>[CH3:1][O:2][CH2:3][CH2:4][N:5]1[CH2:6][CH2:7][c:8]2[c:9]([cH:12][c:13]([NH:16][c:18]3[n:19][cH:20][c:21]([Cl:36])[c:22]([NH:24][c:25]4[c:26]([C:27](=[O:28])[NH:29][CH3:30])[cH:31][cH:32][cH:33][c:34]4[CH3:35])[n:23]3)[cH:14][cH:15]2)[CH2:10][CH2:11]1.